From a dataset of the Open Reaction Database (ORD), a public repository of structured organic reaction records. describe an organic reaction: reactants, conditions, products, and yield Reactants: CC(C)(C)OC(=O)NC1CN(Cc2ccccc2)CC2(CCC2)C1, CCO, [H][H]. Yields the product CC(C)(C)OC(=O)NC1CNCC2(CCC2)C1. As a reaction SMILES: [C:1]([CH3:2])([CH3:3])([CH3:4])[O:5][C:6]([NH:7][CH:8]1[CH2:9][N:10]([CH2:17][c:18]2[cH:19][cH:20][cH:21][cH:22][cH:23]2)[CH2:11][C:12]2([CH2:13][CH2:14][CH2:15]2)[CH2:16]1)=[O:24].[CH3:27][CH2:28][OH:29].[H:25][H:26]>>[C:1]([CH3:2])([CH3:3])([CH3:4])[O:5][C:6]([NH:7][CH:8]1[CH2:9][NH:10][CH2:11][C:12]2([CH2:13][CH2:14][CH2:15]2)[CH2:16]1)=[O:24].